This data is from the Open Reaction Database (ORD), a public repository of structured organic reaction records. The task is: describe an organic reaction: reactants, conditions, products, and yield Starting materials: C([O-])([O-])=O.[K+].[K+] (potassium carbonate), C1(=CC=CC=C1)C(CC(=O)CCCCC(C)C)=O (1-phenyl-3-isoheptyl-1,3-propanedione), CI (methyl iodide). The reagents and catalysts are [F-].C(CCC)[N+](CCCC)(CCCC)CCCC (tetrabutylammonium fluoride). The solvent is C1(=CC=CC=C1)C (toluene), C1(=CC=CC=C1)C (toluene), O (water). Conditions: time 8 hour. Product: C1(=CC=CC=C1)C(C(C(=O)CCCCC(C)C)C)=O (1-phenyl-2-methyl-3-isoheptyl-1,3-propanedione). Yield: 62.6%. RXN SMILES: [C:1](=O)([O-])[O-].[K+].[K+].[C:7]1([C:13](=[O:24])[CH2:14][C:15]([CH2:17][CH2:18][CH2:19][CH2:20][CH:21]([CH3:23])[CH3:22])=[O:16])[CH:12]=[CH:11][CH:10]=[CH:9][CH:8]=1.CI>C1(C)C=CC=CC=1.O.[F-].C([N+](CCCC)(CCCC)CCCC)CCC>[C:7]1([C:13](=[O:24])[CH:14]([CH3:1])[C:15]([CH2:17][CH2:18][CH2:19][CH2:20][CH:21]([CH3:22])[CH3:23])=[O:16])[CH:12]=[CH:11][CH:10]=[CH:9][CH:8]=1 |f:0.1.2,7.8|. Reported procedure: A mixture of 55.2 g anhydrous potassium carbonate, 1.6 g tetrabutylammonium fluoride, 24.8 g 1-phenyl-3-isoheptyl-1,3-propanedione and 150 ml. toluene were stirred and heated to reflux for 2 hours with a Dean-Stark trap under a nitrogen atmosphere. The mixture was cooled to room temperature, 7.0 ml methyl iodide was added and the mixture was heated with stirring to 50 degrees Centigrade overnight. The product was diluted with toluene and water, and the organic phase washed with water, and stripp... Starting materials: CN1N=NN=C1Cl (1-Methyl-5-chloro-1,2,3,4-tetrazole), C1(CCCCC1)C(=O)CCCS (3-mercaptopropyl cyclohexyl ketone), [OH-].[K+] (potassium hydroxide). Run in CO (methanol). The product is CN1N=NN=C1SCCCC(=O)C1CCCCC1 (1-methyl-5-(3-cyclohexylcarbonylpropyl)thio-1,2,3,4-tetrazole). Yield: 21.9%. RXN SMILES: [CH3:1][N:2]1[C:6](Cl)=[N:5][N:4]=[N:3]1.[CH:8]1([C:14]([CH2:16][CH2:17][CH2:18][SH:19])=[O:15])[CH2:13][CH2:12][CH2:11][CH2:10][CH2:9]1.[OH-].[K+]>CO>[CH3:1][N:2]1[C:6]([S:19][CH2:18][CH2:17][CH2:16][C:14]([CH:8]2[CH2:13][CH2:12][CH2:11][CH2:10][CH2:9]2)=[O:15])=[N:5][N:4]=[N:3]1 |f:2.3|. Procedure: 1-Methyl-5-chloro-1,2,3,4-tetrazole (1.4 g) and 3-mercaptopropyl cyclohexyl ketone (1.9 g) are dissolved in methanol (50 ml) and potassium hydroxide (0.8 g) is added to the solution. The mixture is refluxed for 5 hours. Methanol is distilled off and water is added to the residue. The mixture is extracted with chloroform. The chloroform solution is washed with dil. aqueous sodium hydroxide, water and saturated aqueous sodium chloride and dried over sodium sulfate. Chloroform is distilled off and ... Starting materials: CCOCC, Cl, [Na+], O=C([O-])O, CCOC(=O)C(CC)(CC)N=C(c1ccccc1)c1ccccc1. Yields the product CCOC(=O)C(N)(CC)CC. Reaction SMILES: [CH3:26][CH2:27][O:28][CH2:29][CH3:30].[ClH:25].[Na+:35].[O-:31][C:32]([OH:33])=[O:34].[c:1]1([C:2]([c:3]2[cH:4][cH:5][cH:6][cH:7][cH:8]2)=[N:14][C:15]([C:16](=[O:17])[O:18][CH2:19][CH3:20])([CH2:21][CH3:22])[CH2:23][CH3:24])[cH:9][cH:10][cH:11][cH:12][cH:13]1>>[NH2:14][C:15]([C:16](=[O:17])[O:18][CH2:19][CH3:20])([CH2:21][CH3:22])[CH2:23][CH3:24].